From a dataset of the Open Reaction Database (ORD), a public repository of structured organic reaction records. describe an organic reaction: reactants, conditions, products, and yield Starting materials: FC=1C=C(C=CC1N1C(=NNC1=O)C[C@H]1CN(CC1)C(=O)OC(C)(C)C)C1=CC=C(C=C1)OC (1,1-dimethylethyl (3S)-3-({4-[3-fluoro-4′-(methyloxy)-4-biphenylyl]-5-oxo-4,5-dihydro-1H-1,2,4-triazol-3-yl}methyl)-1-pyrrolidinecarboxylate), ice, Cl (HCl), C(C(C)C)(=O)Cl (isobutryl chloride). Run in O1CCOCC1 (dioxane), ClCCl (dichloromethane), ClCCl (dichloromethane). Conditions: time 1 hour. Yields the product FC=1C=C(C=CC1N1C(NN=C1C[C@H]1CN(CC1)C(C(C)C)=O)=O)C1=CC=C(C=C1)OC (4-[3-fluoro-4′-(methyloxy)-4-biphenylyl]-5-{[(3S)-1-(2-methylpropanoyl)-3-pyrrolidinyl]methyl}-2,4-dihydro-3H-1,2,4-triazol-3-one). Reaction SMILES: [F:1][C:2]1[CH:3]=[C:4]([C:27]2[CH:32]=[CH:31][C:30]([O:33][CH3:34])=[CH:29][CH:28]=2)[CH:5]=[CH:6][C:7]=1[N:8]1[C:12](=[O:13])[NH:11][N:10]=[C:9]1[CH2:14][C@@H:15]1[CH2:19][CH2:18][N:17]([C:20]([O:22]C(C)(C)C)=O)[CH2:16]1.Cl.[C:36](Cl)(=O)[CH:37](C)[CH3:38]>O1CCOCC1.ClCCl>[F:1][C:2]1[CH:3]=[C:4]([C:27]2[CH:32]=[CH:31][C:30]([O:33][CH3:34])=[CH:29][CH:28]=2)[CH:5]=[CH:6][C:7]=1[N:8]1[C:9]([CH2:14][C@@H:15]2[CH2:19][CH2:18][N:17]([C:20](=[O:22])[CH:37]([CH3:38])[CH3:36])[CH2:16]2)=[N:10][NH:11][C:12]1=[O:13]. Procedure details: Into a 50 mL round bottom flask was placed 1,1-dimethylethyl (3S)-3-({4-[3-fluoro-4′-(methyloxy)-4-biphenylyl]-5-oxo-4,5-dihydro-1H-1,2,4-triazol-3-yl}methyl)-1-pyrrolidinecarboxylate (0.342 mmol). Added to the flask was 4N HCl in dioxane (2 mL). The flask was capped and the contents were stirred at room temperature for 1 h. The solution was concentrated in vacuo. Added to the flask in succession were dichloromethane (3 mL) and N,N-diisopropylethylamine (0.200 mL). The flask was cooled to 0° C. ... Reactants: CC(C)(C)OC(=O)NCCBr, CC#N, CC(C)n1cc(C(=O)C(=O)NC2CCNCC2)c2ccccc21, Cl, [K+], [K+], O=C([O-])[O-]. The product is CC(C)n1cc(C(=O)C(=O)NC2CCN(CCNC(=O)OC(C)(C)C)CC2)c2ccccc21. As a reaction SMILES: [Br:31][CH2:32][CH2:33][NH:34][C:35]([O:36][C:37]([CH3:38])([CH3:39])[CH3:40])=[O:41].[CH3:42][C:43]#[N:44].[CH:2]([CH3:3])([CH3:4])[n:5]1[cH:6][c:7]([C:14]([C:15](=[O:16])[NH:17][CH:18]2[CH2:19][CH2:20][NH:21][CH2:22][CH2:23]2)=[O:24])[c:8]2[cH:9][cH:10][cH:11][cH:12][c:13]12.[ClH:1].[K+:25].[K+:26].[O-:27][C:28]([O-:29])=[O:30]>>[CH:2]([CH3:3])([CH3:4])[n:5]1[cH:6][c:7]([C:14]([C:15](=[O:16])[NH:17][CH:18]2[CH2:19][CH2:20][N:21]([CH2:32][CH2:33][NH:34][C:35]([O:36][C:37]([CH3:38])([CH3:39])[CH3:40])=[O:41])[CH2:22][CH2:23]2)=[O:24])[c:8]2[cH:9][cH:10][cH:11][cH:12][c:13]12. Starting materials: FC(C(CNC(OC(C)(C)C)=O)=C)(C(C=1C(=NC=CC1)C(F)(F)F)=O)F (tert-butyl {3,3-difluoro-2-methylene-4-oxo-4-[2-(trifluoromethyl)pyridin-3-yl]butyl}carbamate), Cl (hydrochloric acid). Run in C(C)(=O)O (acetic acid). Run at time 2 hour. Product: FC1(C(CN=C1C=1C(=NC=CC1)C(F)(F)F)=C)F (3-(4,4-difluoro-3-methylene-3,4-dihydro-2H-pyrrol-5-yl)-2-(trifluoromethyl)pyridine). Yield: 82.6%. RXN SMILES: [F:1][C:2]([F:26])([C:14](=O)[C:15]1[C:16]([C:21]([F:24])([F:23])[F:22])=[N:17][CH:18]=[CH:19][CH:20]=1)[C:3](=[CH2:13])[CH2:4][NH:5]C(=O)OC(C)(C)C.Cl>C(O)(=O)C>[F:1][C:2]1([F:26])[C:14]([C:15]2[C:16]([C:21]([F:24])([F:23])[F:22])=[N:17][CH:18]=[CH:19][CH:20]=2)=[N:5][CH2:4][C:3]1=[CH2:13]. Reported procedure: To a solution of tert-butyl {3,3-difluoro-2-methylene-4-oxo-4-[2-(trifluoromethyl)pyridin-3-yl]butyl}carbamate (3.25 g) in acetic acid (10 mL) was added dropwise concentrated hydrochloric acid (3 mL). The obtained mixture was stirred at room temperature for 2 hr, and concentrated under reduced pressure. Saturated aqueous sodium hydrogen carbonate solution was added to the residue, and the mixture was extracted with ethyl acetate. The extract was washed successively with saturated aqueous sodium ... Reactants: CC[SiH](CC)CC, ClCCl, CSc1ccc(C(O)c2ccc(F)nc2)cc1, O=C(O)C(F)(F)F. Yields the product CSc1ccc(Cc2ccc(F)nc2)cc1. As a reaction SMILES: [CH2:25]([SiH:26]([CH2:27][CH3:28])[CH2:29][CH3:30])[CH3:31].[Cl:32][CH2:33][Cl:34].[F:1][c:2]1[cH:3][cH:4][c:5]([CH:8]([OH:9])[c:10]2[cH:11][cH:12][c:13]([S:16][CH3:17])[cH:14][cH:15]2)[cH:6][n:7]1.[OH:18][C:19]([C:20]([F:21])([F:22])[F:23])=[O:24]>>[F:1][c:2]1[cH:3][cH:4][c:5]([CH2:8][c:10]2[cH:11][cH:12][c:13]([S:16][CH3:17])[cH:14][cH:15]2)[cH:6][n:7]1. The reactants are OCCN1CCNCC1 (1-(2-hydroxyethyl)piperazine), C(CCCCCCCCCCC)(=O)Cl (dodecanoyl chloride), product. Product: O=C(CCCCCCCCCCC)N1CCN(CC1)CCO (1-(1-oxododecyl)-4-(2-hydroxyethyl)piperazine). As a reaction SMILES: [OH:1][CH2:2][CH2:3][N:4]1[CH2:9][CH2:8][NH:7][CH2:6][CH2:5]1.[C:10](Cl)(=[O:22])[CH2:11][CH2:12][CH2:13][CH2:14][CH2:15][CH2:16][CH2:17][CH2:18][CH2:19][CH2:20][CH3:21]>>[O:22]=[C:10]([N:7]1[CH2:8][CH2:9][N:4]([CH2:3][CH2:2][OH:1])[CH2:5][CH2:6]1)[CH2:11][CH2:12][CH2:13][CH2:14][CH2:15][CH2:16][CH2:17][CH2:18][CH2:19][CH2:20][CH3:21]. Procedure: 5.2 g of 1-(2-hydroxyethyl)piperazine and 8.8 g of dodecanoyl chloride was reacted following the procedure under Example 3. This provided 8.7 g of product, m.p. 38°-40° C.